Dataset: the Open Reaction Database (ORD), a public repository of structured organic reaction records. Task: describe an organic reaction: reactants, conditions, products, and yield The reactants are CSc1nccc(-c2c(-c3sccc3C)nc(-c3c(Cl)cccc3Cl)n2O)n1, ClCCl, O=C(OO)c1cccc(Cl)c1. The product is Cc1ccsc1-c1nc(-c2c(Cl)cccc2Cl)n(O)c1-c1ccnc(S(C)=O)n1. Reaction SMILES: [Cl:1][c:2]1[c:3](-[c:9]2[n:10]([OH:28])[c:11](-[c:20]3[n:21][c:22]([S:26][CH3:27])[n:23][cH:24][cH:25]3)[c:12](-[c:14]3[s:15][cH:16][cH:17][c:18]3[CH3:19])[n:13]2)[c:4]([Cl:8])[cH:5][cH:6][cH:7]1.[Cl:40][CH2:41][Cl:42].[OH:29][O:30][C:31]([c:32]1[cH:33][c:34]([Cl:35])[cH:36][cH:37][cH:38]1)=[O:39]>>[Cl:1][c:2]1[c:3](-[c:9]2[n:10]([OH:28])[c:11](-[c:20]3[n:21][c:22]([S:26]([CH3:27])=[O:29])[n:23][cH:24][cH:25]3)[c:12](-[c:14]3[s:15][cH:16][cH:17][c:18]3[CH3:19])[n:13]2)[c:4]([Cl:8])[cH:5][cH:6][cH:7]1.